Task: describe an organic reaction: reactants, conditions, products, and yield. Dataset: the Open Reaction Database (ORD), a public repository of structured organic reaction records Procedure details: A solution of 2-[1-(1-(benzyloxycarbonyl)-4-(tert-butyloxycarbonyl)-piperazin-2-yl)-ethylamino]-4-(benzimidazol-1-yl)-5-bromopyrimidine (83 mg) in 1 mL of iPrOH was stirred over Pd(OH)2/C (75 mg) under an H2 atmosphere (balloon) for 2 days, then filtered through Celite®, washing liberally with MeOH, and concentrated. The residue was dissolved in 10 mL of 0.2 N HCl and washed with 2×5 mL of CH2Cl2. The aqueous phase was basified (pH>1 1) with 1N NaOH and extracted with 4×10 mL of EtOAc. The combi... Starting materials: C(C1=CC=CC=C1)OC(=O)N1C(CN(CC1)C(=O)OC(C)(C)C)C(C)NC1=NC=C(C(=N1)N1C=NC2=C1C=CC=C2)Br (2-[1-(1-(benzyloxycarbonyl)-4-(tert-butyloxycarbonyl)-piperazin-2-yl)-ethylamino]-4-(benzimidazol-1-yl)-5-bromopyrimidine). Yields the product C(C)(C)(C)OC(=O)N1CC(NCC1)C(C)NC1=NC=CC(=N1)N1C=NC2=C1C=CC=C2 (2-[1-(4-(Tert-butyloxycarbonyl)-piperazin-2-yl)-ethylamino]-4-(benzimidazol-1-yl)-pyrimidine). The solvent is CC(C)O (iPrOH). RXN SMILES: C(OC([N:11]1[CH2:16][CH2:15][N:14]([C:17]([O:19][C:20]([CH3:23])([CH3:22])[CH3:21])=[O:18])[CH2:13][CH:12]1[CH:24]([NH:26][C:27]1[N:32]=[C:31]([N:33]2[C:37]3[CH:38]=[CH:39][CH:40]=[CH:41][C:36]=3[N:35]=[CH:34]2)[C:30](Br)=[CH:29][N:28]=1)[CH3:25])=O)C1C=CC=CC=1>CC(O)C.[OH-].[OH-].[Pd+2]>[C:20]([O:19][C:17]([N:14]1[CH2:15][CH2:16][NH:11][CH:12]([CH:24]([NH:26][C:27]2[N:32]=[C:31]([N:33]3[C:37]4[CH:38]=[CH:39][CH:40]=[CH:41][C:36]=4[N:35]=[CH:34]3)[CH:30]=[CH:29][N:28]=2)[CH3:25])[CH2:13]1)=[O:18])([CH3:21])([CH3:22])[CH3:23] |f:2.3.4|. Reagents/catalysts: [OH-].[OH-].[Pd+2] (Pd(OH)2/C). Isolated yield 30.8%.